The task is: describe an organic reaction: reactants, conditions, products, and yield. This data is from the Open Reaction Database (ORD), a public repository of structured organic reaction records. Reactants: C(C)(C)(C)OC(=O)N1CCN(CC1)S(=O)(=O)C1=C(C(=CC=C1Cl)[N+](=O)[O-])Cl (1-[4-(tert-butoxycarbonyl)piperazin-1-yl]sulfonyl-2,6-dichloro-3-nitrobenzene), [H-].[Na+] (NaH), O (water). Product: C(C)(C)(C)OC(=O)N1CCN(CC1)S(=O)(=O)C1=C(C(=CC=C1Cl)[N+](=O)[O-])O (1-[4-(tert-butoxycarbonyl)piperazin-1-yl]sulfonyl-6-chloro-2-hydroxy-3-nitrobenzene). The yield is 31.6%. Reaction SMILES: [C:1]([O:5][C:6]([N:8]1[CH2:13][CH2:12][N:11]([S:14]([C:17]2[C:22]([Cl:23])=[CH:21][CH:20]=[C:19]([N+:24]([O-:26])=[O:25])[C:18]=2Cl)(=[O:16])=[O:15])[CH2:10][CH2:9]1)=[O:7])([CH3:4])([CH3:3])[CH3:2].[H-].[Na+].[OH2:30]>>[C:1]([O:5][C:6]([N:8]1[CH2:13][CH2:12][N:11]([S:14]([C:17]2[C:22]([Cl:23])=[CH:21][CH:20]=[C:19]([N+:24]([O-:26])=[O:25])[C:18]=2[OH:30])(=[O:16])=[O:15])[CH2:10][CH2:9]1)=[O:7])([CH3:4])([CH3:3])[CH3:2] |f:1.2|. Reported procedure: Following the general hydrolysis procedure outlined in example 15, 1-[4-(tert-butoxycarbonyl)piperazin-1-yl]sulfonyl-2,6-dichloro-3-nitrobenzene (200 mg, 0.45 mmol), 60% NaH (54 mg, 1.35 mmol) and water (8μL, 0.45 mmol) were reacted to form the desired product (60 mg, 32%). EI-MS (m/z) 420.1, 422.1 (M+). The reactants are NC1=NC=NC(=C1[N+](=O)[O-])Cl (4-Amino-6-chloro-5-nitropyrimidine), [Na] (sodium), C(C1=CC=CC=C1)O (benzyl alcohol), C1=CC=CC=C1 (benzene). Reaction conditions: temperature 130 celsius. Product: NC1=NC=NC(=C1[N+](=O)[O-])OCC1=CC=CC=C1 (4-Amino-6-benzyloxy-5-nitropyrimidine). As a reaction SMILES: [NH2:1][C:2]1[C:7]([N+:8]([O-:10])=[O:9])=[C:6](Cl)[N:5]=[CH:4][N:3]=1.[Na].C1C=CC=CC=1.[CH2:19]([OH:26])[C:20]1[CH:25]=[CH:24][CH:23]=[CH:22][CH:21]=1>>[NH2:1][C:2]1[C:7]([N+:8]([O-:10])=[O:9])=[C:6]([O:26][CH2:19][C:20]2[CH:25]=[CH:24][CH:23]=[CH:22][CH:21]=2)[N:5]=[CH:4][N:3]=1 |^1:11|. Procedure: 4-Amino-6-chloro-5-nitropyrimidine (Boon et al., J. Chem. Soc., 96-102 (1951)) (1.5 g, 8.6 mmol) was added to a solution of sodium (0.23 g, 9.9 mmol) in benzyl alcohol (14 mL). The solution was heated in a 130° C. oil bath for 3.5 h, and was poured into benzene (50 mL). A yellow solid was collected by filtration and washed with benzene. Crystallization from benzene/ether afforded an analytically pure sample of 3a: yield, 0.71 g (34%); mp 149°-150° C.; UV (pH 1) λmax 284 nm (ε=0.368×104), 333 (0.... The reactants are C(=O)(O)[O-].[Na+] (NaHCO3), O (H2O), N1(C=NC=C1)C1=C2NC=NC2=NC=N1 (6-(Imidazol-1-yl)purine), C(C)(=O)O[C@H]1[C@H](OC(C2=CC=CC=C2)=O)[C@H](OC(C2=CC=CC=C2)=O)[C@H](O1)COC(C1=CC=CC=C1)=O (1-O-acetyl-2,3,5-tri-O-benzoyl-β-D-ribofuranose), Stannic chloride. The solvent is CC#N (CH3CN). Conditions: time 4 hour. Product: C(C1=CC=CC=C1)(=O)O[C@H]1[C@@H](O[C@@H]([C@H]1OC(C1=CC=CC=C1)=O)COC(C1=CC=CC=C1)=O)N1C2=NC=NC(=C2N=C1)N1C=NC=C1 (9-(2,3,5-tri-O-benzoyl-β-D-ribofuranosyl)-6-(imidazol-1-yl)purine). Isolated yield 101.4%. RXN SMILES: [N:1]1([C:6]2[N:14]=[CH:13][N:12]=[C:11]3[C:7]=2[NH:8][CH:9]=[N:10]3)[CH:5]=[CH:4][N:3]=[CH:2]1.C(O[C@@H:19]1[O:41][C@H:40]([CH2:42][O:43][C:44](=[O:51])[C:45]2[CH:50]=[CH:49][CH:48]=[CH:47][CH:46]=2)[C@@H:30]([O:31][C:32](=[O:39])[C:33]2[CH:38]=[CH:37][CH:36]=[CH:35][CH:34]=2)[C@H:20]1[O:21][C:22](=[O:29])[C:23]1[CH:28]=[CH:27][CH:26]=[CH:25][CH:24]=1)(=O)C.C([O-])(O)=O.[Na+].O>CC#N>[C:22]([O:21][C@@H:20]1[C@H:30]([O:31][C:32](=[O:39])[C:33]2[CH:38]=[CH:37][CH:36]=[CH:35][CH:34]=2)[C@@H:40]([CH2:42][O:43][C:44](=[O:51])[C:45]2[CH:46]=[CH:47][CH:48]=[CH:49][CH:50]=2)[O:41][C@H:19]1[N:10]1[CH:9]=[N:8][C:7]2[C:11]1=[N:12][CH:13]=[N:14][C:6]=2[N:1]1[CH:5]=[CH:4][N:3]=[CH:2]1)(=[O:29])[C:23]1[CH:28]=[CH:27][CH:26]=[CH:25][CH:24]=1 |f:2.3|. Reported procedure: 6-(Imidazol-1-yl)purine (52 mg, 0.28 mmol) was suspended in a solution of 1-O-acetyl-2,3,5-tri-O-benzoyl-β-D-ribofuranose (160 mg, 0.32 mmol) in dried CH3CN (10 mL). Stannic chloride (0.10 mL, 0.22 g, 0.85 mmol) was added, and the mixture very rapidly became a clear solution. The solution was stirred at ambient temperature for 4 h. NaHCO3 (0.8 g) and H2O (0.1 mL) were added sequentially, and the suspension was stirred for 1 h. The clear solution layer was separated, and the residue was extracted... Reported procedure: Prepared according to the procedure described for example 50 from 5-[(3,5-dichloro-4-pyridyl)sulfanyl]-4-nitro-thiophene-2-carbonyl chloride (120 mg, 0.33 mmol) and cyclohexylamine (49 mg, 0.39 mmol). The title compound was obtained as a solid (60 mg, 34% yield). 1H NMR (400 MHz, d6-DMSO) δ: 8.98 (2H, s), 8.62 (1H, m), 8.50 (1H, s), 3.63 (1H, m), 1.71 (4H, m), 1.59 (1H, m), 1.24 (4H, m), 1.09 (1H, m). MS m/z: 430.13, 432.07 [M+H]+. Yields the product C1(CCCCC1)NC(=O)C=1SC(=C(C1)[N+](=O)[O-])SC1=C(C=NC=C1Cl)Cl (N-cyclohexyl-5-((3,5-dichloropyridin-4-yl)thio)-4-nitrothiophene-2-carboxamide), solid. The reactants are ClC=1C=NC=C(C1SC1=C(C=C(S1)C(=O)Cl)[N+](=O)[O-])Cl (5-[(3,5-dichloro-4-pyridyl)sulfanyl]-4-nitro-thiophene-2-carbonyl chloride), C1(CCCCC1)N (cyclohexylamine). The yield is 34.0%. As a reaction SMILES: [Cl:1][C:2]1[CH:3]=[N:4][CH:5]=[C:6]([Cl:20])[C:7]=1[S:8][C:9]1[S:13][C:12]([C:14](Cl)=[O:15])=[CH:11][C:10]=1[N+:17]([O-:19])=[O:18].[CH:21]1([NH2:27])[CH2:26][CH2:25][CH2:24][CH2:23][CH2:22]1>>[CH:21]1([NH:27][C:14]([C:12]2[S:13][C:9]([S:8][C:7]3[C:2]([Cl:1])=[CH:3][N:4]=[CH:5][C:6]=3[Cl:20])=[C:10]([N+:17]([O-:19])=[O:18])[CH:11]=2)=[O:15])[CH2:26][CH2:25][CH2:24][CH2:23][CH2:22]1. Starting materials: FC1(CN(C1)C1=NC=C(C=C1)[N+](=O)[O-])F (2-(3,3-difluoroazetidin-1-yl)-5-nitropyridine), [H][H] (hydrogen). The reagents and catalysts are [Pd] (Pd/C). The solvent is C(C)O (ethanol). Product: NC=1C=NC(=CC1)N1CC(C1)(F)F (3-Amino-6-(3,3-difluoroazetidin-1-yl)pyridine). As a reaction SMILES: [F:1][C:2]1([F:15])[CH2:5][N:4]([C:6]2[CH:11]=[CH:10][C:9]([N+:12]([O-])=O)=[CH:8][N:7]=2)[CH2:3]1.[H][H]>C(O)C.[Pd]>[NH2:12][C:9]1[CH:8]=[N:7][C:6]([N:4]2[CH2:5][C:2]([F:15])([F:1])[CH2:3]2)=[CH:11][CH:10]=1. Procedure: A suspension of 0.34 g (1.58 mmol) of 2-(3,3-difluoroazetidin-1-yl)-5-nitropyridine, prepared in the preceding stage, and 8 mg of Pd/C at 10% in 10 mL of ethanol is stirred vigorously at 20° C. under 5 atm of hydrogen for 4 hours. After this time, the mixture is filtered on a Celite pad, then concentrated at reduced pressure. The resultant product is purified by chromatography on a silica column, eluting with a mixture of dichloromethane and methanol. We thus obtain 0.188 g of the expected produ...